From a dataset of the Open Reaction Database (ORD), a public repository of structured organic reaction records. describe an organic reaction: reactants, conditions, products, and yield The reactants are ClC1=CC=C(C=N1)C(O)(C=1N(C=NC1)C)C=1C=C2C(=CC(=NC2=CC1)OC)C1=CC(=CC=C1)OCC ((6-chloro-pyridin-3-yl)-[4-(3-ethoxy-phenyl)-2-methoxy-quinolin-6-yl]-(3-methyl-3H-imidazol-4-yl)-methanol), Cl (HCl). Run in C1CCOC1 (THF). The product is ClC1=CC=C(C=N1)C(C=1C=C2C(=CC(NC2=CC1)=O)C1=CC(=CC=C1)OCC)(C=1N(C=NC1)C)O (6-[(6-Chloro-Pyridin-3-yl)-Hydroxy-(3-Methyl-3H-Imidazol-4-yl)-Methyl]-4-(3-Ethoxy-Phenyl)-1H-Quinolin-2-One). The yield is 85.1%. RXN SMILES: [Cl:1][C:2]1[N:7]=[CH:6][C:5]([C:8]([C:16]2[CH:17]=[C:18]3[C:23](=[CH:24][CH:25]=2)[N:22]=[C:21]([O:26]C)[CH:20]=[C:19]3[C:28]2[CH:33]=[CH:32][CH:31]=[C:30]([O:34][CH2:35][CH3:36])[CH:29]=2)([C:10]2[N:11]([CH3:15])[CH:12]=[N:13][CH:14]=2)[OH:9])=[CH:4][CH:3]=1.Cl>C1COCC1>[Cl:1][C:2]1[N:7]=[CH:6][C:5]([C:8]([OH:9])([C:10]2[N:11]([CH3:15])[CH:12]=[N:13][CH:14]=2)[C:16]2[CH:17]=[C:18]3[C:23](=[CH:24][CH:25]=2)[NH:22][C:21](=[O:26])[CH:20]=[C:19]3[C:28]2[CH:33]=[CH:32][CH:31]=[C:30]([O:34][CH2:35][CH3:36])[CH:29]=2)=[CH:4][CH:3]=1. Reported procedure: Following the same procedure as described in example 1F, (6-chloro-pyridin-3-yl)-[4-(3-ethoxy-phenyl)-2-methoxy-quinolin-6-yl]-(3-methyl-3H-imidazol-4-yl)-methanol (1.458 g, 2.92 mmol) was treated with HCl in aqueous THF to yield the title compound (1.21 g, 85% yield). Reactants: OCCOCCOCCS(=O)(=O)CCC(C)(C)NC(OCC1=CC=CC=C1)=O (benzyl 4-(2-(2-(2-hydroxyethoxy)ethoxy)ethylsulfonyl)-2-methylbutan-2-ylcarbamate), S(O)(O)(=O)=O (sulfuric acid). The solvent is C(C)(C)(C)O (tert-butanol). Conditions: time 6 day. Product: C(C)(C)(C)OCCOCCOCCS(=O)(=O)CCC(C)(C)NC(OCC1=CC=CC=C1)=O (Benzyl 4-(2-(2-(2-tert-butoxyethoxy)ethoxy)ethylsulfonyl)-2-methylbutan-2-ylcarbamate). Yield: 106.0%. Reaction SMILES: [OH:1][CH2:2][CH2:3][O:4][CH2:5][CH2:6][O:7][CH2:8][CH2:9][S:10]([CH2:13][CH2:14][C:15]([NH:18][C:19](=[O:28])[O:20][CH2:21][C:22]1[CH:27]=[CH:26][CH:25]=[CH:24][CH:23]=1)([CH3:17])[CH3:16])(=[O:12])=[O:11].S(=O)(=O)(O)O>C(O)(C)(C)C>[C:15]([O:1][CH2:2][CH2:3][O:4][CH2:5][CH2:6][O:7][CH2:8][CH2:9][S:10]([CH2:13][CH2:14][C:15]([NH:18][C:19](=[O:28])[O:20][CH2:21][C:22]1[CH:23]=[CH:24][CH:25]=[CH:26][CH:27]=1)([CH3:16])[CH3:17])(=[O:11])=[O:12])([CH3:17])([CH3:16])[CH3:14]. Procedure details: To a solution of benzyl 4-(2-(2-(2-hydroxyethoxy)ethoxy)ethylsulfonyl)-2-methylbutan-2-ylcarbamate (132.3 mg, 0.317 mmol) in tert-butanol (500 ul) was added conc. sulfuric acid (100 ul). The solution was stirred at RT for 6 d, concentrated in vacuo, and the residue purified by flash chromatography (30%→80% EtOAc in hexanes) to afford the title compound as a clear oil (79.5 mg, 0.168 mmol, 53%). 1H NMR (CDCl3, 400 MHz) δ 1.18 (s, 9H), 1.27 (s, 6H), 2.17-2.20 (m, 2H), 3.12-3.18 (m, 4H), 3.46-3.49 ... Starting materials: C(C(O)C1=CC=CC=C1)(=O)O.C[C@@H]1CNCCC1 ((3S)-3-methylpiperidine mandelate), ClCCCOC1=CC=C(C=C1)C1CCC(CC1)=O (4-[4-(3-chloropropoxy)phenyl]cyclohexanone), C([O-])([O-])=O.[K+].[K+] (potassium carbonate), [I-].[K+] (potassium iodide). Run in CN(C=O)C (N,N-dimethylformamide). Product: O=C1CCC(CC1)C1=CC=C(OCCCN2C[C@H](CCC2)C)C=C1 ((3S)-1-{3-[4-(4-oxocyclohexyl)phenoxy]propyl}-3-methylpiperidine). The yield is 63.3%. As a reaction SMILES: C(O)(=O)C(C1C=CC=CC=1)O.[CH3:12][C@H:13]1[CH2:18][CH2:17][CH2:16][NH:15][CH2:14]1.Cl[CH2:20][CH2:21][CH2:22][O:23][C:24]1[CH:29]=[CH:28][C:27]([CH:30]2[CH2:35][CH2:34][C:33](=[O:36])[CH2:32][CH2:31]2)=[CH:26][CH:25]=1.C(=O)([O-])[O-].[K+].[K+].[I-].[K+]>CN(C)C=O>[O:36]=[C:33]1[CH2:34][CH2:35][CH:30]([C:27]2[CH:26]=[CH:25][C:24]([O:23][CH2:22][CH2:21][CH2:20][N:15]3[CH2:16][CH2:17][CH2:18][C@H:13]([CH3:12])[CH2:14]3)=[CH:29][CH:28]=2)[CH2:31][CH2:32]1 |f:0.1,3.4.5,6.7|. Procedure: A mixture of (3S)-3-methylpiperidine mandelate (1.57 g), 4-[4-(3-chloropropoxy)phenyl]cyclohexanone (1.33 g), potassium carbonate (2.0 g) and a catalytic amount of potassium iodide in N,N-dimethylformamide (20 mL) is stirred overnight at a temperature close to 100° C., cooled back to room temperature and filtrated. The precipitate is rinsed with ethanol, the filtrate concentrated under reduced pressure and purified by chromatography over silica gel (eluent dichloromethane/methanol from 100/0 to ... Reactants: CSc1sc(C(=N)NC(=O)OC(C)(C)C)cc1S(=O)(=O)c1cccc(Br)c1, O=C([O-])[O-], Cc1ccccc1, Cc1cccc(N)c1B1OC(C)(C)C(C)(C)O1, CCO, [Na+], [Na+], c1ccc(P(c2ccccc2)(c2ccccc2)[Pd](P(c2ccccc2)(c2ccccc2)c2ccccc2)(P(c2ccccc2)(c2ccccc2)c2ccccc2)P(c2ccccc2)(c2ccccc2)c2ccccc2)cc1. Product: CSc1sc(C(=N)NC(=O)OC(C)(C)C)cc1S(=O)(=O)c1cccc(-c2c(C)cccc2N)c1. As a reaction SMILES: [C:18]([CH3:19])([CH3:20])([CH3:21])[O:22][C:23]([NH:24][C:25](=[NH:26])[c:27]1[s:28][c:29]([S:42][CH3:43])[c:30]([S:32](=[O:33])(=[O:34])[c:35]2[cH:36][c:37]([Br:41])[cH:38][cH:39][cH:40]2)[cH:31]1)=[O:44].[C:45](=[O:46])([O-:47])[O-:48].[CH3:131][c:132]1[cH:133][cH:134][cH:135][cH:136][cH:137]1.[CH3:1][c:2]1[c:3]([B:9]2[O:10][C:11]([CH3:12])([CH3:13])[C:14]([CH3:15])([CH3:16])[O:17]2)[c:4]([NH2:8])[cH:5][cH:6][cH:7]1.[CH3:51][CH2:52][OH:53].[Na+:49].[Na+:50].[cH:54]1[cH:55][cH:56][c:57]([P:58]([Pd:59]([P:60]([c:61]2[cH:62][cH:63][cH:64][cH:65][cH:66]2)([c:67]2[cH:68][cH:69][cH:70][cH:71][cH:72]2)[c:73]2[cH:74][cH:75][cH:76][cH:77][cH:78]2)([P:79]([c:80]2[cH:81][cH:82][cH:83][cH:84][cH:85]2)([c:86]2[cH:87][cH:88][cH:89][cH:90][cH:91]2)[c:92]2[cH:93][cH:94][cH:95][cH:96][cH:97]2)[P:98]([c:99]2[cH:100][cH:101][cH:102][cH:103][cH:104]2)([c:105]2[cH:106][cH:107][cH:108][cH:109][cH:110]2)[c:111]2[cH:112][cH:113][cH:114][cH:115][cH:116]2)([c:117]2[cH:118][cH:119][cH:120][cH:121][cH:122]2)[c:123]2[cH:124][cH:125][cH:126][cH:127][cH:128]2)[cH:129][cH:130]1>>[CH3:1][c:2]1[c:3](-[c:37]2[cH:36][c:35]([S:32]([c:30]3[c:29]([S:42][CH3:43])[s:28][c:27]([C:25]([NH:24][C:23]([O:22][C:18]([CH3:19])([CH3:20])[CH3:21])=[O:44])=[NH:26])[cH:31]3)(=[O:33])=[O:34])[cH:40][cH:39][cH:38]2)[c:4]([NH2:8])[cH:5][cH:6][cH:7]1. Reactants: CC(C)(C)N1C(=O)C(Cl)=C(c2ccccc2)S1(=O)=O, CN(C)C=O, O, NC1CCN(c2cccnn2)CC1. The product is CC(C)(C)N1C(=O)C(NC2CCN(c3cccnn3)CC2)=C(c2ccccc2)S1(=O)=O. Reaction SMILES: [C:1]([CH3:2])([CH3:3])([CH3:4])[N:5]1[S:6](=[O:18])(=[O:19])[C:7]([c:12]2[cH:13][cH:14][cH:15][cH:16][cH:17]2)=[C:8]([Cl:11])[C:9]1=[O:10].[O:33]=[CH:34][N:35]([CH3:36])[CH3:37].[OH2:38].[n:20]1[n:21][c:22]([N:26]2[CH2:27][CH2:28][CH:29]([NH2:32])[CH2:30][CH2:31]2)[cH:23][cH:24][cH:25]1>>[C:1]([CH3:2])([CH3:3])([CH3:4])[N:5]1[S:6](=[O:18])(=[O:19])[C:7]([c:12]2[cH:13][cH:14][cH:15][cH:16][cH:17]2)=[C:8]([NH:32][CH:29]2[CH2:28][CH2:27][N:26]([c:22]3[n:21][n:20][cH:25][cH:24][cH:23]3)[CH2:31][CH2:30]2)[C:9]1=[O:10].